From a dataset of the Open Reaction Database (ORD), a public repository of structured organic reaction records. describe an organic reaction: reactants, conditions, products, and yield The reactants are C(C)(C)(C)OC(=O)NCC1=NC=CC=C1S(=O)(=O)CC(C)(C)O (2-tert-butoxycarbonylaminomethyl-3-(2-hydroxy-2-methylpropanesulfonyl)pyridine), Cl.O1CCOCC1 (HCl dioxane). The solvent is CO (methanol). The product is NCC1=NC=CC=C1S(=O)(=O)CC(C)(C)O (2-Aminomethyl-3-(2-hydroxy-2-methylpropanesulfonyl)pyridine). RXN SMILES: C(OC([NH:8][CH2:9][C:10]1[C:15]([S:16]([CH2:19][C:20]([OH:23])([CH3:22])[CH3:21])(=[O:18])=[O:17])=[CH:14][CH:13]=[CH:12][N:11]=1)=O)(C)(C)C.Cl.O1CCOCC1>CO>[NH2:8][CH2:9][C:10]1[C:15]([S:16]([CH2:19][C:20]([OH:23])([CH3:21])[CH3:22])(=[O:18])=[O:17])=[CH:14][CH:13]=[CH:12][N:11]=1 |f:1.2|. Reported procedure: A solution of 121 mg (0.35 mmol) 2-tert-butoxycarbonylaminomethyl-3-(2-hydroxy-2-methylpropanesulfonyl)pyridine, 10 mL 4M HCl/dioxane and 5 mL methanol was stirred at room temperature for 2 hours. The reaction was evaporated to dryness. The residue was treated with triethylamine and purified by chromatography on SiO2 using 0:100 to 5:95 methanol-chloroform yielding a yellow oil: 1H NMR (CDCl3): δ1.44 (s, 6H), 3.56 (s, 2H), 4.41 (s, 2H), 7.43 (dd, 1H), 8.32 (dd, 1H), 8.79 (dd, 1H). Reactants: CN1CCN(C(=O)C2CC(N=[N+]=[N-])CN2C(=O)OC(C)(C)C)CC1, C1CCOC1, CP(C)C. Yields the product CN1CCN(C(=O)C2CC(N)CN2C(=O)OC(C)(C)C)CC1. Reaction SMILES: [C:1](=[O:2])([O:3][C:4]([CH3:5])([CH3:6])[CH3:7])[N:8]1[CH:9]([C:16](=[O:17])[N:18]2[CH2:19][CH2:20][N:21]([CH3:24])[CH2:22][CH2:23]2)[CH2:10][CH:11]([N:13]=[N+:14]=[N-:15])[CH2:12]1.[CH2:29]1[O:30][CH2:31][CH2:32][CH2:33]1.[CH3:25][P:26]([CH3:27])[CH3:28]>>[C:1](=[O:2])([O:3][C:4]([CH3:5])([CH3:6])[CH3:7])[N:8]1[CH:9]([C:16](=[O:17])[N:18]2[CH2:19][CH2:20][N:21]([CH3:24])[CH2:22][CH2:23]2)[CH2:10][CH:11]([NH2:13])[CH2:12]1. Reactants: CN1Cc2c(C=O)ncn2-c2ccccc2C1=O, [Cl-], ClC[P+](c1ccccc1)(c1ccccc1)c1ccccc1, [NH2-], [Na], C1CCOC1. Yields the product CN1Cc2c(C=CCl)ncn2-c2ccccc2C1=O. Reaction SMILES: [CH3:25][N:26]1[CH2:27][c:28]2[n:29]([cH:38][n:39][c:40]2[CH:41]=[O:42])-[c:30]2[c:31]([cH:34][cH:35][cH:36][cH:37]2)[C:32]1=[O:33].[Cl-:1].[Cl:2][CH2:3][P+:4]([c:5]1[cH:6][cH:7][cH:8][cH:9][cH:10]1)([c:11]1[cH:12][cH:13][cH:14][cH:15][cH:16]1)[c:17]1[cH:18][cH:19][cH:20][cH:21][cH:22]1.[NH2-:24].[Na:23].[O:43]1[CH2:44][CH2:45][CH2:46][CH2:47]1>>[Cl:2][CH:3]=[CH:41][c:40]1[c:28]2[n:29]([cH:38][n:39]1)-[c:30]1[c:31]([cH:34][cH:35][cH:36][cH:37]1)[C:32](=[O:33])[N:26]([CH3:25])[CH2:27]2. The reactants are FC(COC[C@H]1NCCC1)(F)F ((S)-2-(2,2,2-trifluoro-ethoxymethyl)-pyrrolidine), BrC=1C=NC=C(C1)CCl (3-bromo-5-chloromethyl-pyridine), [H-].[Na+] (NaH). Yields the product BrC=1C=NC=C(C1)CN1[C@@H](CCC1)COCC(F)(F)F (3-Bromo-5-[(S)-2-(2,2,2-trifluoro-ethoxymethyl)-pyrrolidin-1-ylmethyl]-pyridine). As a reaction SMILES: [F:1][C:2]([F:12])([F:11])[CH2:3][O:4][CH2:5][C@@H:6]1[CH2:10][CH2:9][CH2:8][NH:7]1.[Br:13][C:14]1[CH:15]=[N:16][CH:17]=[C:18]([CH2:20]Cl)[CH:19]=1.[H-].[Na+]>>[Br:13][C:14]1[CH:15]=[N:16][CH:17]=[C:18]([CH2:20][N:7]2[CH2:8][CH2:9][CH2:10][C@H:6]2[CH2:5][O:4][CH2:3][C:2]([F:1])([F:11])[F:12])[CH:19]=1 |f:2.3|. Reported procedure: In analogy to the procedure described for the preparation of intermediates A-12 [B], (S)-2-(2,2,2-trifluoro-ethoxymethyl)-pyrrolidine was reacted with 3-bromo-5-chloromethyl-pyridine (intermediate A-12 [A]) in presence of NaH to give the title compound as a yellow oil. MS: 353.1, 355.1 (M+H+).